From a dataset of the Open Reaction Database (ORD), a public repository of structured organic reaction records. describe an organic reaction: reactants, conditions, products, and yield The reactants are C(C1=CC=CC=C1)(=O)Cl (Benzoyl chloride), [OH-].[Na+] (NaOH), N[C@@H](CC(C)C)C(=O)O (L-leucine). Run in O (water). The product is C(C1=CC=CC=C1)(=O)N[C@@H](CC(C)C)C(=O)O (N-benzoyl-L-leucine). Reaction SMILES: [C:1](Cl)(=[O:8])[C:2]1[CH:7]=[CH:6][CH:5]=[CH:4][CH:3]=1.[OH-].[Na+].[NH2:12][C@H:13]([C:18]([OH:20])=[O:19])[CH2:14][CH:15]([CH3:17])[CH3:16]>O>[C:1]([NH:12][C@H:13]([C:18]([OH:20])=[O:19])[CH2:14][CH:15]([CH3:17])[CH3:16])(=[O:8])[C:2]1[CH:7]=[CH:6][CH:5]=[CH:4][CH:3]=1 |f:1.2|. Procedure: Benzoyl chloride (4.22 g, 0.030 mol) and 10% NaOH (12 ml, 0.030 mol) were added separately with vigorous stirring to a solution of L-leucine (3.94 g, 0.030 mol) in 150 ml of distilled water at ice bath temperature. The reaction was allowed to proceed at this temperature until the reaction mixture became clear (30 minutes); it was then extracted with ethyl acetate (2×100 ml). The aqueous layer was separated, acidified to pH 2 with 10% HCl, and extracted with ethyl acetate (3×50 ml). The ethyl ace... The reactants are C(C)(=O)[O-].[Na+] (sodium acetate), O=P(Cl)(Cl)Cl (POCl3), CN(C)C=O (DMF), CCC(=O)C1=CC=C(C=C1)OC (4-methoxypropiophenone). The solvent is C1(=CC=CC=C1)C (Toluene). Conditions: time 30 minute. Yields the product ClC(=C(C=O)C)C1=CC=C(C=C1)OC (β-Chloro-4-methoxy-α-methylcinnamaldehyde). Yield: 86.0%. RXN SMILES: O=P(Cl)(Cl)[Cl:3].CN([CH:9]=[O:10])C.[CH3:11][CH2:12][C:13]([C:15]1[CH:20]=[CH:19][C:18](OC)=[CH:17][CH:16]=1)=O.[C:23]([O-:26])(=O)C.[Na+]>C1(C)C=CC=CC=1>[Cl:3][C:13]([C:15]1[CH:16]=[CH:17][C:18]([O:10][CH3:9])=[CH:19][CH:20]=1)=[C:12]([CH3:11])[CH:23]=[O:26] |f:3.4|. Reported procedure: POCl3 (185 g) was added to 185 g of DMF at such a rate as to maintain the temperature below 25° by ice bath cooling. After stirring for 30 min, 4-methoxypropiophenone (82.1 g) was added dropwise to the mixture at 60°-65°. The reaction was maintained at 80°-90° for 8 hrs. Toluene (174 g) was added and 1-liter of a saturated sodium acetate solution was added so that a temperature of 65° was maintained by ice bath cooling. After heating at 70°-80° for 2 hrs. the organic phase was separated and wash... Starting materials: CS(=O)C1=CC(=NC=N1)CC#N ([6-(methylsulfinyl)-4-pyrimidinyl]acetonitrile), CS(=O)C1=CC(=NC=N1)CC#N ([6-(methylsulfinyl)-4-pyrimidinyl]acetonitrile), FC(C1=CC=2C(=NC=C(C2)CN)N1)(F)F (1-[2-(Trifluoromethyl)-1H-pyrrolo[2,3-b]pyridin-5-yl]methanamine), FC(C1=CC=2C(=NC=C(C2)CN)N1)(F)F (1-[2-(Trifluoromethyl)-1H-pyrrolo[2,3-b]pyridin-5-yl]methanamine). Run in C(C)(C)O (isopropanol), C(C)#N (acetonitrile), CS(=O)C (DMSO). Run at temperature 80 celsius. The product is FC(C1=CC=2C(=NC=C(C2)CNC2=CC(=NC=N2)CC#N)N1)(F)F ([6-({[2-(Trifluoromethyl)-1H-pyrrolo[2,3-b]pyridin-5-yl]methyl}amino)-4-pyrimidinyl]acetonitrile). Yield: 8.4%. RXN SMILES: CS([C:4]1[N:9]=[CH:8][N:7]=[C:6]([CH2:10][C:11]#[N:12])[CH:5]=1)=O.[F:13][C:14]([F:27])([F:26])[C:15]1[NH:25][C:18]2=[N:19][CH:20]=[C:21]([CH2:23][NH2:24])[CH:22]=[C:17]2[CH:16]=1>C(O)(C)C.C(#N)C.CS(C)=O>[F:27][C:14]([F:13])([F:26])[C:15]1[NH:25][C:18]2=[N:19][CH:20]=[C:21]([CH2:23][NH:24][C:4]3[N:9]=[CH:8][N:7]=[C:6]([CH2:10][C:11]#[N:12])[CH:5]=3)[CH:22]=[C:17]2[CH:16]=1. Procedure details: A mixture of [6-(methylsulfinyl)-4-pyrimidinyl]acetonitrile (Intermediate 16, 150 mg, 0.828 mmol) and 1-[2-(trifluoromethyl)-1H-pyrrolo[2,3-b]pyridin-5-yl]methanamine (Intermediate 5, 178 mg, 0.828 mmol) in isopropanol (7 mL) was stirred and heated at 80° C. overnight. The reaction mixture was cooled to room temperature and condensed. This solid was dissolved in a mixture of acetonitrile and DMSO (1:1) (2.7 mL) and purified by MDAP (3 injections). Fractions containing the suspected product were ... The reactants are C1=CC=C(C=C1)C(=O)OOC(=O)C2=CC=CC=C2 (Lucidol), polymer, C(C=C)(=O)OCCCCCC(C)C (isooctyl acrylate), C(C=C)(=O)OCCCCCC(C)C (isooctyl acrylate), C(C=C)(=O)O (acrylic acid). The solvent is C(C)(=O)OCC (ethyl acetate), C(C)(=O)OCC (ethyl acetate), CCCCCCC (heptane), solids, C(C)(=O)OCC (Ethyl acetate), C(C)(=O)OCC (ethyl acetate). Run at temperature 60 celsius. Product: C(C=C)(=O)OCCCCCC(C)C.C(C=C)(=O)O (Isooctyl Acrylate Acrylic Acid). As a reaction SMILES: [C:1]([O:5][CH2:6][CH2:7][CH2:8][CH2:9][CH2:10][CH:11]([CH3:13])[CH3:12])(=[O:4])[CH:2]=[CH2:3].[C:14]([OH:18])(=[O:17])[CH:15]=[CH2:16].C1C=CC(C(OOC(C2C=CC=CC=2)=O)=O)=CC=1>CCCCCCC.C(OCC)(=O)C>[C:1]([O:5][CH2:6][CH2:7][CH2:8][CH2:9][CH2:10][CH:11]([CH3:13])[CH3:12])(=[O:4])[CH:2]=[CH2:3].[C:14]([OH:18])(=[O:17])[CH:15]=[CH2:16] |f:5.6|. Procedure: A flask equipped with an agitator, condenser, nitrogen inlet tube and an addition funnel is charged with isooctyl acrylate (72.0 g), acrylic acid (8.0 g) and ethyl acetate (78.1 g). The mixture is heated to 60° C. with medium agitation and purged with nitrogen to remove oxygen. Lucidol 75 (0.07 g, available from Elf Atochem North America) premixed in ethyl acetate (3.0 g) is added to initiate reaction. The reaction temperature is maintained at 60° C. Ethyl acetate (1.5 g) is added to the polymer... Starting materials: C(C)(=O)OC(C)=O (acetic anhydride), NC=1SC=C(N1)C(C(=O)O)=NOCCCC (2-(2-Aminothiazol-4-yl)-2-n-butoxyiminoacetic acid). Solvent: C(=O)O (Formic acid). Conditions: time 5 minute. Product: C(=O)NC=1SC=C(N1)C(C(=O)O)=NOCCCC (2-(2-formamidothiazol-4-yl)-2-n-butoxyiminoacetic acid). Isolated yield 72.1%. As a reaction SMILES: [C:1](OC(=O)C)(=[O:3])C.[NH2:8][C:9]1[S:10][CH:11]=[C:12]([C:14](=[N:18][O:19][CH2:20][CH2:21][CH2:22][CH3:23])[C:15]([OH:17])=[O:16])[N:13]=1>C(O)=O>[CH:1]([NH:8][C:9]1[S:10][CH:11]=[C:12]([C:14](=[N:18][O:19][CH2:20][CH2:21][CH2:22][CH3:23])[C:15]([OH:17])=[O:16])[N:13]=1)=[O:3]. Reported procedure: Formic acid (18.95 g.) was added dropwise to acetic anhydride (42.0 g.) under stirring at room temperature over 5 minutes, and stirred at 50° C. for an hour. 2-(2-Aminothiazol-4-yl)-2-n-butoxyiminoacetic acid (syn isomer, 25 g.) was added to the solution under ice cooling, and stirred at room temperature for 3 hours and additionally at 30° C. for an hour. After concentrating the resultant solution in vacuo, the residue was dissolved in diethyl ether. The solution was washed with water and a satu... RXN SMILES: [Br:12][c:13]1[c:14]([S:19](=[O:20])([NH2:21])=[N:22][CH3:23])[cH:15][cH:16][cH:17][cH:18]1.[CH3:24][O:25][c:26]1[n:27][c:28]([NH:34][C:35]([O:36][c:37]2[cH:38][cH:39][cH:40][cH:41][cH:42]2)=[O:43])[n:29][c:30]([O:32][CH3:33])[cH:31]1.[CH3:44][C:45](=[O:46])[OH:47].[CH3:48][C:49]#[N:50].[Cl:51][CH2:52][Cl:53].[N:1]12[CH2:2][CH2:3][CH2:4][N:5]=[C:6]1[CH2:7][CH2:8][CH2:9][CH2:10][CH2:11]2>>[Br:12][c:13]1[c:14]([S:19](=[O:20])([NH:21][C:35]([NH:34][c:28]2[n:27][c:26]([O:25][CH3:24])[cH:31][c:30]([O:32][CH3:33])[n:29]2)=[O:43])=[N:22][CH3:23])[cH:15][cH:16][cH:17][cH:18]1. The reactants are CN=S(N)(=O)c1ccccc1Br, COc1cc(OC)nc(NC(=O)Oc2ccccc2)n1, CC(=O)O, CC#N, ClCCl, C1CCC2=NCCCN2CC1. Product: CN=S(=O)(NC(=O)Nc1nc(OC)cc(OC)n1)c1ccccc1Br. Yields the product CCCCCc1ccc(-c2ccc(CBr)cc2)cc1. Reaction SMILES: [BrH:20].[C:21](=[O:22])([O-:23])[OH:24].[CH2:26]([Cl:27])[Cl:28].[Na+:25].[OH:1][CH2:2][c:3]1[cH:4][cH:5][c:6](-[c:9]2[cH:10][cH:11][c:12]([CH2:15][CH2:16][CH2:17][CH2:18][CH3:19])[cH:13][cH:14]2)[cH:7][cH:8]1>>[CH2:2]([c:3]1[cH:4][cH:5][c:6](-[c:9]2[cH:10][cH:11][c:12]([CH2:15][CH2:16][CH2:17][CH2:18][CH3:19])[cH:13][cH:14]2)[cH:7][cH:8]1)[Br:20]. Starting materials: Br, O=C([O-])O, ClCCl, [Na+], CCCCCc1ccc(-c2ccc(CO)cc2)cc1.